This data is from the Open Reaction Database (ORD), a public repository of structured organic reaction records. The task is: describe an organic reaction: reactants, conditions, products, and yield Reactants: BrC=1C=CC(=C(NCC2=NC=CC=C2)C1)[N+](=O)[O-] (5-bromo-2-nitro-N-(pyridin-2-ylmethyl)aniline), [1,1′-Bis[diphenylphosphino]-ferrocene]dichloropalladium, O (water), CC1(OB(OC1(C)C)C=1CCOCC1)C (4-(4,4,5,5-Tetramethyl-[1,3,2]dioxaborolan-2-yl)-3,6-dihydro-2H-pyran), C([O-])([O-])=O.[Cs+].[Cs+] (cesium carbonate). Run in C(OC)COC (dimethoxyethane). Yields the product O1CCC(=CC1)C=1C=CC(=C(NCC2=NC=CC=C2)C1)[N+](=O)[O-] (5-(3,6-dihydro-2H-pyran-4-yl)-2-nitro-N-(pyridin-2-ylmethyl)aniline). Reaction SMILES: Br[C:2]1[CH:3]=[CH:4][C:5]([N+:16]([O-:18])=[O:17])=[C:6]([CH:15]=1)[NH:7][CH2:8][C:9]1[CH:14]=[CH:13][CH:12]=[CH:11][N:10]=1.CC1(C)C(C)(C)OB([C:27]2[CH2:28][CH2:29][O:30][CH2:31][CH:32]=2)O1.C(=O)([O-])[O-].[Cs+].[Cs+].O>C(COC)OC>[O:30]1[CH2:29][CH:28]=[C:27]([C:2]2[CH:3]=[CH:4][C:5]([N+:16]([O-:18])=[O:17])=[C:6]([CH:15]=2)[NH:7][CH2:8][C:9]2[CH:14]=[CH:13][CH:12]=[CH:11][N:10]=2)[CH2:32][CH2:31]1 |f:2.3.4|. Procedure details: 5-bromo-2-nitro-N-(pyridin-2-ylmethyl)aniline E-1.9″ (145 mg; 0.47 mmol), 4-(4,4,5,5-Tetramethyl-[1,3,2]dioxaborolan-2-yl)-3,6-dihydro-2H-pyran (145 mg; 0.69 mmol), cesium carbonate (300 mg; 0.90 mmol) and [1,1′-Bis[diphenylphosphino]-ferrocene]dichloropalladium (30 mg; 0.04 mmol) are suspended in 2.5 ml dimethoxyethane and 0.8 ml water and heated for 1 h at 100° C. The solvent of the reaction mixture is removed under reduced pressure and the crude product is purified using reversed phase chroma... The reactants are FC(C=1N=C2N(CCNC2)C1)(F)F (2-(Trifluoromethyl)-5,6,7,8-tetrahydroimidazo[1,2-a]pyrazine), CCN(C(C)C)C(C)C (DIPEA), ClC1=C(C(=O)Cl)C=CC(=C1)F (2-chloro-4-fluorobenzoyl chloride). Solvent: ClCCl (dichloromethane), ClCCl (DCM). Run at time 4 hour. Yields the product ClC1=C(C=CC(=C1)F)C(=O)N1CC=2N(CC1)C=C(N2)C(F)(F)F (7-[(2-chloro-4-fluorophenyl)carbonyl]-2-(trifluoromethyl)-5,6,7,8-tetrahydroimidazo[1,2-a]pyrazine). As a reaction SMILES: [F:1][C:2]([F:13])([F:12])[C:3]1[N:4]=[C:5]2[CH2:10][NH:9][CH2:8][CH2:7][N:6]2[CH:11]=1.CCN(C(C)C)C(C)C.[Cl:23][C:24]1[CH:32]=[C:31]([F:33])[CH:30]=[CH:29][C:25]=1[C:26](Cl)=[O:27]>ClCCl>[Cl:23][C:24]1[CH:32]=[C:31]([F:33])[CH:30]=[CH:29][C:25]=1[C:26]([N:9]1[CH2:8][CH2:7][N:6]2[CH:11]=[C:3]([C:2]([F:12])([F:1])[F:13])[N:4]=[C:5]2[CH2:10]1)=[O:27]. Procedure: 2-(Trifluoromethyl)-5,6,7,8-tetrahydroimidazo[1,2-a]pyrazine (I4) (287 mg, 1.5 mmol) and DIPEA (0.314 mL, 1.800 mmol) were dissolved at 0° C. in dichloromethane (DCM) (15 mL). 2-chloro-4-fluorobenzoyl chloride (290 mg, 1.500 mmol, commercially available from e.g. Sigma-Aldrich, Maybridge or Apollo) dissolved in DCM (5 mL) was added dropwise and the solution stirred to room temperature over 4 h. Solvents were removed in vacuo and the residue was partitioned between dichloromethane (50 mL) and sat... Reactants: CO, [Na+], [OH-], C[Si](C)(C)c1cc2cc(CO)ncc2o1. Yields the product OCc1cc2ccoc2cn1. Reaction SMILES: [CH3:18][OH:19].[Na+:17].[OH-:16].[OH:1][CH2:2][c:3]1[cH:4][c:5]2[c:6]([cH:7][n:8]1)[o:9][c:10]([Si:12]([CH3:13])([CH3:14])[CH3:15])[cH:11]2>>[OH:1][CH2:2][c:3]1[cH:4][c:5]2[c:6]([cH:7][n:8]1)[o:9][cH:10][cH:11]2. The reactants are C(CCCCCCC)OC1=CC=C(C=C1)C1=CC=C(C(=O)Cl)C=C1 (4-(4-octyloxyphenyl)benzoyl chloride), C(#N)[C@]1([C@H](C1)CCCCCC)C1=CC=C(C=C1)O ((1R,2S)-1-cyano-2-hexyl-1-(4-hydroxyphenyl)cyclopropane), CCOCC (ether), N1=CC=CC=C1 (pyridine). The solvent is ClCCl (dichloromethane). Reaction conditions: time 8 hour. Product: C(CCCCCCC)OC1=CC=C(C=C1)C1=CC=C(C(=O)OC2=CC=C(C=C2)[C@@]2([C@H](C2)CCCCCC)C#N)C=C1 (4-((1R,2S)-1-cyano-2-hexylcyclopropyl)phenyl 4-(4-octyloxyphenyl)benzoate). Yield: 36.8%. RXN SMILES: [CH2:1]([O:9][C:10]1[CH:15]=[CH:14][C:13]([C:16]2[CH:24]=[CH:23][C:19]([C:20](Cl)=[O:21])=[CH:18][CH:17]=2)=[CH:12][CH:11]=1)[CH2:2][CH2:3][CH2:4][CH2:5][CH2:6][CH2:7][CH3:8].[C:25]([C@:27]1([C:36]2[CH:41]=[CH:40][C:39]([OH:42])=[CH:38][CH:37]=2)[CH2:29][C@@H:28]1[CH2:30][CH2:31][CH2:32][CH2:33][CH2:34][CH3:35])#[N:26].N1C=CC=CC=1.CCOCC>ClCCl>[CH2:1]([O:9][C:10]1[CH:15]=[CH:14][C:13]([C:16]2[CH:24]=[CH:23][C:19]([C:20]([O:42][C:39]3[CH:38]=[CH:37][C:36]([C@@:27]4([C:25]#[N:26])[CH2:29][C@@H:28]4[CH2:30][CH2:31][CH2:32][CH2:33][CH2:34][CH3:35])=[CH:41][CH:40]=3)=[O:21])=[CH:18][CH:17]=2)=[CH:12][CH:11]=1)[CH2:2][CH2:3][CH2:4][CH2:5][CH2:6][CH2:7][CH3:8]. Procedure details: In 8 ml of dichloromethane were dissolved 66 mg of 4-(4-octyloxyphenyl)benzoyl chloride and 36 mg of (1R,2S)-1-cyano-2-hexyl-1-(4-hydroxyphenyl)cyclopropane as obtained in Example 11. Thereto was added 0.5 ml of pyridine. The resulting mixture was stirred for 8 hours with refluxing, and then cooled. Thereafter, 50 ml of ether was added to the reaction mixture, and the resulting mixture was washed with diluted hydrochloric acid, water, and saturated sodium chloride aqueous solution, and then drie...